From a dataset of the Open Reaction Database (ORD), a public repository of structured organic reaction records. describe an organic reaction: reactants, conditions, products, and yield The reactants are acyloxyalkyl alkoxycarbonyloxyalkyl carboxylic esters, carboxylic acids, ClCCCS(=O)(=O)OCC([C@H](C(=O)O)OCC1=CC=C(C=C1)OC)(C)C ((2R)-4-[(3-chloropropyl)sulfonyloxy]-2-[(4-methoxyphenyl)methoxy]-3,3-dimethylbutanoic acid), CC(C)OC(=O)OC(C)Cl (1-chloroethyl methylethoxyformate). The reagents and catalysts are C([O-])([O-])=O.[Ag+2] (silver carbonate). Solvent: C1(=CC=CC=C1)C (toluene). Yields the product ClCCCS(=O)(=O)OCC([C@H](C(=O)OCCOC(=O)OC(C)C)OCC1=CC=CC=C1)(C)C ((Methylethoxycarbonyloxy)ethyl (2R)-4-[(3-chloropropyl)sulfonyloxy]-3,3-dimethyl-2-(phenylmethoxy)butanoate). Yield: 50.0%. Reaction SMILES: [Cl:1][CH2:2][CH2:3][CH2:4][S:5]([O:8][CH2:9][C:10]([CH3:26])([CH3:25])[C@@H:11]([O:15][CH2:16][C:17]1[CH:22]=[CH:21][C:20](OC)=[CH:19][CH:18]=1)[C:12]([OH:14])=[O:13])(=[O:7])=[O:6].[CH3:27][CH:28]([O:30][C:31]([O:33][CH:34](Cl)[CH3:35])=[O:32])[CH3:29]>C1(C)C=CC=CC=1.C(=O)([O-])[O-].[Ag+2]>[Cl:1][CH2:2][CH2:3][CH2:4][S:5]([O:8][CH2:9][C:10]([CH3:25])([CH3:26])[C@@H:11]([O:15][CH2:16][C:17]1[CH:18]=[CH:19][CH:20]=[CH:21][CH:22]=1)[C:12]([O:14][CH2:35][CH2:34][O:33][C:31]([O:30][CH:28]([CH3:29])[CH3:27])=[O:32])=[O:13])(=[O:6])=[O:7] |f:3.4|. Procedure details: Following the general procedure for the preparation of acyloxyalkyl/alkoxycarbonyloxyalkyl carboxylic esters from carboxylic acids of Description 22, (2R)-4-[(3-chloropropyl)sulfonyloxy]-3,3-dimethyl-2-(phenylmethoxy)butanoic acid (11) (34.0 g, 89.7 mmol) dissolved in 300 mL of anhydrous toluene was reacted with 30 g (179.5 mmol) of commercially available 1-chloroethyl methylethoxyformate in the presence of 47 g (179.5 mmol) of silver carbonate (Ag2CO3). After work-up, the crude material was pur... Reactants: CC=1N=CNC1 (4-Methylimidazole), S(=O)(=O)(C)OCCC1=C(C=CC=C1)NC(=O)OC(C)(C)C (2-(mesyloxy)-1-[2-[(tert-butoxycarbonyl)amino]phenyl]ethane), C1(=CC=CC=C1)C (toluene), ClCCl (dichloromethane). Run at time 41 hour. Yields the product [NH4+].[OH-] (NH4OH), C(C)(C)(C)ON1CCC2=CC=CC=C12 (N-tert-butoxyindoline). Yield: 22.0%. As a reaction SMILES: C[C:2]1[N:3]=CNC=1.S(OCCC1C=CC=CC=1NC([O:23][C:24]([CH3:27])([CH3:26])[CH3:25])=O)(C)(=O)=[O:8].ClCCl.[C:31]1([CH3:37])[CH:36]=[CH:35][CH:34]=[CH:33][CH:32]=1>>[NH4+:3].[OH-:8].[C:24]([O:23][N:3]1[C:36]2[C:31](=[CH:32][CH:33]=[CH:34][CH:35]=2)[CH2:37][CH2:2]1)([CH3:25])([CH3:26])[CH3:27] |f:4.5|. Reported procedure: 4-Methylimidazole (6.7 g, 81.5 mmoles) and 2-(mesyloxy)-1-[2-[(tert-butoxycarbonyl)amino]phenyl]ethane (23.37 g, 74.1 mmoles) (Ref.:D. Critch and X. Hao, J. Org. Chem., 62, 1997, 5982-5988) were dissolved in anhydrous toluene (250 mL) and anhydrous dichloromethane (50 mL) and the mixture was heated under an argon atmosphere at 80° C. for 30 h. and then allowed to stand at 25° C. for 41 h. The solution was evaporated to dryness and the residue was chromatographed on silica gel using dichlorometha... Reactants: CCN=C=NCCCN(C)C, CNC, CN(C)C=O, CCOC(C)=O, CCN(C(C)C)C(C)C, Cl, Cl, CC(Nc1cc(C(=O)O)cc(Nc2cnccn2)n1)c1ccc(F)cc1, On1nnc2cccnc21. The product is CC(Nc1cc(C(=O)N(C)C)cc(Nc2cnccn2)n1)c1ccc(F)cc1. RXN SMILES: [CH2:32]([N:33]=[C:34]=[N:35][CH2:36][CH2:37][CH2:38][N:39]([CH3:40])[CH3:41])[CH3:42].[CH3:28][NH:29][CH3:30].[CH3:62][N:63]([CH3:64])[CH:65]=[O:66].[CH3:67][CH2:68][O:69][C:70](=[O:71])[CH3:72].[CH:53]([N:54]([CH:55]([CH3:56])[CH3:57])[CH2:58][CH3:59])([CH3:60])[CH3:61].[ClH:27].[ClH:31].[F:1][c:2]1[cH:3][cH:4][c:5]([CH:8]([CH3:9])[NH:10][c:11]2[cH:12][c:13]([C:14](=[O:15])[OH:16])[cH:17][c:18]([NH:20][c:21]3[n:22][cH:23][cH:24][n:25][cH:26]3)[n:19]2)[cH:6][cH:7]1.[OH:43][n:44]1[c:45]2[n:46][cH:47][cH:48][cH:49][c:50]2[n:51][n:52]1>>[F:1][c:2]1[cH:3][cH:4][c:5]([CH:8]([CH3:9])[NH:10][c:11]2[cH:12][c:13]([C:14](=[O:16])[N:29]([CH3:28])[CH3:30])[cH:17][c:18]([NH:20][c:21]3[n:22][cH:23][cH:24][n:25][cH:26]3)[n:19]2)[cH:6][cH:7]1. Starting materials: CC(C)c1onc(CCc2c(Cl)cccc2Cl)c1CO, ClCCl, CC(C)OC(=O)N=NC(=O)OC(C)C, COC(=O)c1cccc2ccc(-c3ccc(O)cc3)cc12, c1ccc(P(c2ccccc2)c2ccccc2)cc1. Yields the product COC(=O)c1cccc2ccc(-c3ccc(OCc4c(CCc5c(Cl)cccc5Cl)noc4C(C)C)cc3)cc12. RXN SMILES: [Cl:1][c:2]1[c:3]([CH2:9][CH2:10][c:11]2[n:12][o:13][c:14]([CH:18]([CH3:19])[CH3:20])[c:15]2[CH2:16][OH:17])[c:4]([Cl:8])[cH:5][cH:6][cH:7]1.[Cl:75][CH2:76][Cl:77].[O:61]=[C:62]([O:63][CH:64]([CH3:65])[CH3:66])[N:67]=[N:68][C:69]([O:70][CH:71]([CH3:72])[CH3:73])=[O:74].[OH:21][c:22]1[cH:23][cH:24][c:25](-[c:28]2[cH:29][cH:30][c:31]3[cH:32][cH:33][cH:34][c:35]([C:38](=[O:39])[O:40][CH3:41])[c:36]3[cH:37]2)[cH:26][cH:27]1.[c:42]1([P:43]([c:44]2[cH:45][cH:46][cH:47][cH:48][cH:49]2)[c:50]2[cH:51][cH:52][cH:53][cH:54][cH:55]2)[cH:56][cH:57][cH:58][cH:59][cH:60]1>>[Cl:1][c:2]1[c:3]([CH2:9][CH2:10][c:11]2[n:12][o:13][c:14]([CH:18]([CH3:19])[CH3:20])[c:15]2[CH2:16][O:17][c:22]2[cH:23][cH:24][c:25](-[c:28]3[cH:29][cH:30][c:31]4[cH:32][cH:33][cH:34][c:35]([C:38](=[O:39])[O:40][CH3:41])[c:36]4[cH:37]3)[cH:26][cH:27]2)[c:4]([Cl:8])[cH:5][cH:6][cH:7]1. Starting materials: B(O)O (boronic acid), BrC1=CC=CC(=N1)C=O (6-bromopicolinaldehyde), FC(C=1C=C(C=CC1)B(O)O)(F)F ((3-(trifluoromethyl)phenyl)boronic acid). Yields the product FC(C=1C=C(C=CC1)C1=CC=CC(=N1)C=O)(F)F (6-(3-(trifluoromethyl)phenyl)picolinaldehyde). RXN SMILES: B(O)O.Br[C:5]1[N:10]=[C:9]([CH:11]=[O:12])[CH:8]=[CH:7][CH:6]=1.[F:13][C:14]([F:25])([F:24])[C:15]1[CH:16]=[C:17](B(O)O)[CH:18]=[CH:19][CH:20]=1>>[F:13][C:14]([F:25])([F:24])[C:15]1[CH:20]=[C:19]([C:5]2[N:10]=[C:9]([CH:11]=[O:12])[CH:8]=[CH:7][CH:6]=2)[CH:18]=[CH:17][CH:16]=1. Reported procedure: 6-(3-(trifluoromethyl)phenyl)picolinaldehyde was prepared using the general boronic acid coupling procedure for 6-bromopicolinaldehyde and (3-(trifluoromethyl)phenyl)boronic acid (115 mg, 135.1 mg theoretical, 85.1%). LC-MS m/z 252.2 (M+1). Reactants: CS(=O)(=O)N1CCC(=CC1)C=1C=C2C(=CN1)O[C@H](C2)C2CCNCC2 ((R)-5-(1-methanesulfonyl-1,2,3,6-tetrahydro-pyridin-4-yl)-2-piperidin-4-yl-2,3-dihydro-furo[2,3-c]pyridine), Intermediate 39, ClC1=NC=C(C=C1)C(F)(F)F (2-chloro-5-trifluoromethyl-pyridine). Product: CS(=O)(=O)N1CCC(=CC1)C=1C=C2C(=CN1)O[C@H](C2)C2CCN(CC2)C2=NC=C(C=C2)C(F)(F)F ((R)-4-[5-(1-Methanesulfonyl-1,2,3,6-tetrahydro-pyridin-4-yl)-2,3-dihydro-furo[2,3-c]pyridin-2-yl]-5′-trifluoromethyl-3,4,5,6-tetrahydro-2H-[1,2′]bipyridinyl). As a reaction SMILES: [CH3:1][S:2]([N:5]1[CH2:10][CH:9]=[C:8]([C:11]2[CH:12]=[C:13]3[CH2:19][C@H:18]([CH:20]4[CH2:25][CH2:24][NH:23][CH2:22][CH2:21]4)[O:17][C:14]3=[CH:15][N:16]=2)[CH2:7][CH2:6]1)(=[O:4])=[O:3].Cl[C:27]1[CH:32]=[CH:31][C:30]([C:33]([F:36])([F:35])[F:34])=[CH:29][N:28]=1>>[CH3:1][S:2]([N:5]1[CH2:6][CH:7]=[C:8]([C:11]2[CH:12]=[C:13]3[CH2:19][C@H:18]([CH:20]4[CH2:25][CH2:24][N:23]([C:27]5[CH:32]=[CH:31][C:30]([C:33]([F:36])([F:35])[F:34])=[CH:29][N:28]=5)[CH2:22][CH2:21]4)[O:17][C:14]3=[CH:15][N:16]=2)[CH2:9][CH2:10]1)(=[O:3])=[O:4]. Reported procedure: The title compound is prepared from (R)-5-(1-methanesulfonyl-1,2,3,6-tetrahydro-pyridin-4-yl)-2-piperidin-4-yl-2,3-dihydro-furo[2,3-c]pyridine (Intermediate 39, the configuration of the stereocenter is arbitrarily assigned) and 2-chloro-5-trifluoromethyl-pyridine following a procedure analogous to that described for Example 79. LC (method 7): tR=1.63 min; Mass spectrum (ESI+): m/z=509 [M+H]+. Starting materials: COC1=CC2=C(C=C1)C(=O)NC(=O)O2 (7-methoxyisatoic anhydride), solution, C(C)O (ethanol), ClCCOC1=CC=C(N)C=C1 (4-(2-chloroethoxy)-aniline). Reagents/catalysts: CN(C1=CC=NC=C1)C (4-dimethylaminopyridine). Product: NC1=C(C(=O)NC2=CC=C(C=C2)OCCCl)C=CC(=C1)OC (2-Amino-N-[4-(2-chloro-ethoxy)-phenyl]-4-methoxy-benzamide). As a reaction SMILES: CO[C:3]1C=C[C:6]2[C:9]([NH:11][C:12]([O:14][C:5]=2[CH:4]=1)=O)=O.[Cl:15][CH2:16][CH2:17][O:18][C:19]1[CH:25]=[CH:24][C:22]([NH2:23])=[CH:21][CH:20]=1.[CH2:26]([OH:28])[CH3:27]>CN(C)C1C=CN=CC=1>[NH2:11][C:9]1[CH:6]=[C:5]([O:14][CH3:12])[CH:4]=[CH:3][C:27]=1[C:26]([NH:23][C:22]1[CH:24]=[CH:25][C:19]([O:18][CH2:17][CH2:16][Cl:15])=[CH:20][CH:21]=1)=[O:28]. Procedure details: To a solution of 11.11 g (0.0575 mol) of 7-methoxyisatoic anhydride in 300 mL of ethanol was added a catalytic amount of 4-dimethylaminopyridine and 144 mL of a 1M solution containing 24.7 g (0.144 mol) of 4-(2-chloroethoxy)-aniline. The reaction mixture was sired and heated under reflux for 3 hours. One half of the solvent was evaporated in a rotary evaporator. The reaction mixture was then cooled on ice. The precipitate that formed was collected by vacuum filtration and amounted to 16.4 g. An ... The reactants are CC(C(=O)O)=CCCC(=CCCC(=CCCC(C)=O)C)C (2,6,10-trimethyl-14-oxo-2,6,10-pentadecatrienoic acid), C(C)NCC (diethylamine). The product is CC(C(=O)N(CC)CC)=CCCC(=CCCC(=CCCC(C)=O)C)C (N-(2,6,10-trimethyl-14-oxo-2,6,10-pentadecatrienoyl)diethylamine). As a reaction SMILES: [CH3:1][C:2](=[CH:6][CH2:7][CH2:8][C:9]([CH3:21])=[CH:10][CH2:11][CH2:12][C:13]([CH3:20])=[CH:14][CH2:15][CH2:16][C:17](=[O:19])[CH3:18])[C:3]([OH:5])=O.[CH2:22]([NH:24][CH2:25][CH3:26])[CH3:23]>>[CH3:1][C:2](=[CH:6][CH2:7][CH2:8][C:9]([CH3:21])=[CH:10][CH2:11][CH2:12][C:13]([CH3:20])=[CH:14][CH2:15][CH2:16][C:17](=[O:19])[CH3:18])[C:3]([N:24]([CH2:25][CH3:26])[CH2:22][CH3:23])=[O:5]. Procedure: Starting materials: 2,6,10-trimethyl-14-oxo-2,6,10-pentadecatrienoic acid and diethylamine. The reactants are CC1(C)OC(=O)CC(=O)O1, COc1ccc(N)c(OC)c1, CCOC(OCC)OCC, CC(C)OC(C)C. Yields the product COc1ccc(NC=C2C(=O)OC(C)(C)OC2=O)c(OC)c1. RXN SMILES: [CH3:1][C:2]1([CH3:10])[O:3][C:4](=[O:9])[CH2:5][C:6](=[O:8])[O:7]1.[CH3:21][O:22][c:23]1[c:24]([NH2:25])[cH:26][cH:27][c:28]([O:30][CH3:31])[cH:29]1.[CH:11]([O:12][CH2:13][CH3:14])([O:15][CH2:16][CH3:17])[O:18][CH2:19][CH3:20].[CH:32]([O:33][CH:34]([CH3:35])[CH3:36])([CH3:37])[CH3:38]>>[CH3:1][C:2]1([CH3:10])[O:3][C:4](=[O:9])[C:5](=[CH:11][NH:25][c:24]2[c:23]([O:22][CH3:21])[cH:29][c:28]([O:30][CH3:31])[cH:27][cH:26]2)[C:6](=[O:8])[O:7]1.